From a dataset of the Open Reaction Database (ORD), a public repository of structured organic reaction records. describe an organic reaction: reactants, conditions, products, and yield The reactants are C(C)OC(C=CC(CC1=CC=C(C=C1)Cl)N(C(C1=CC(=CC(=C1)C(F)(F)F)C(F)(F)F)=O)C)=O (4-[N'-methyl-N'-(3,5-bistrifluoromethyl-benzoyl)-amino]-5-(4-chlorophenyl)-pent-2-enoic acid ethyl ester), ClC1=C(C=CC=C1)Cl (1,2-dichlorobenzene). The reagents and catalysts are [Pd] (palladium). Solvent: O1CCCC1 (tetrahydrofuran). The product is C(C)OC(CCC(CC1=CC=C(C=C1)Cl)N(C(C1=CC(=CC(=C1)C(F)(F)F)C(F)(F)F)=O)C)=O (4-[N'-Methyl-N'-(3,5-bistrifluoromethyl-benzoyl)-amino]-5-(4-chlorophenyl)-pentanoic acid ethyl ester). As a reaction SMILES: [CH2:1]([O:3][C:4](=[O:34])[CH:5]=[CH:6][CH:7]([N:16]([CH3:33])[C:17](=[O:32])[C:18]1[CH:23]=[C:22]([C:24]([F:27])([F:26])[F:25])[CH:21]=[C:20]([C:28]([F:31])([F:30])[F:29])[CH:19]=1)[CH2:8][C:9]1[CH:14]=[CH:13][C:12]([Cl:15])=[CH:11][CH:10]=1)[CH3:2].ClC1C=CC=CC=1Cl>O1CCCC1.[Pd]>[CH2:1]([O:3][C:4](=[O:34])[CH2:5][CH2:6][CH:7]([N:16]([CH3:33])[C:17](=[O:32])[C:18]1[CH:19]=[C:20]([C:28]([F:30])([F:29])[F:31])[CH:21]=[C:22]([C:24]([F:25])([F:26])[F:27])[CH:23]=1)[CH2:8][C:9]1[CH:14]=[CH:13][C:12]([Cl:15])=[CH:11][CH:10]=1)[CH3:2]. Reported procedure: A solution of 29 g of 4-[N'-methyl-N'-(3,5-bistrifluoromethyl-benzoyl)-amino]-5-(4-chlorophenyl)-pent-2-enoic acid ethyl ester [see example 2b)] in 300 ml of tetrahydrofuran is hydrogenated for 0.5 hour in the presence of 3 g of palladium/activated carbon (10%) and 6 g of 1,2-dichlorobenzene. The reaction mixture is then filtered and concentrated by evaporation. The residue is chromatographed (silica gel, hexane/ethyl acetate 3:1). In this way the title compound is obtained in the form of a colo...